describe an organic reaction: reactants, conditions, products, and yield From a dataset of the Open Reaction Database (ORD), a public repository of structured organic reaction records. Reactants: [OH-].[Na+] (sodium hydroxide), [N+](=O)([O-])C1=C(C(=C2C(CC(O2)(C)CN2CCN(CC2)C2=CC=C(C=C2)N2C=NC=C2)C1C)C)C (4-(±)-(5-nitro-2,4,6,7-tetramethyldihydrobenzofuran-2-ylmethyl)-1-(4-imidazol-1-ylphenyl)piperazine), C(C)O (ethanol), stannous chloride-dihydrate, Cl (hydrochloric acid). Solvent: O (water). Product: NC1=C(C(=C2C(CC(O2)(C)CN2CCN(CC2)C2=CC=C(C=C2)N2C=NC=C2)C1C)C)C (4-(±)-(5-amino-2,4,6,7-tetramethyldihydrobenzofuran-2-ylmethyl)-1-(4-imidazol-1-ylphenyl)piperazine). Yield: 41.1%. RXN SMILES: [N+:1]([C:4]1[CH:31]([CH3:32])[CH:8]2[CH2:9][C:10]([CH2:13][N:14]3[CH2:19][CH2:18][N:17]([C:20]4[CH:25]=[CH:24][C:23]([N:26]5[CH:30]=[CH:29][N:28]=[CH:27]5)=[CH:22][CH:21]=4)[CH2:16][CH2:15]3)([CH3:12])[O:11][C:7]2=[C:6]([CH3:33])[C:5]=1[CH3:34])([O-])=O.C(O)C.Cl.[OH-].[Na+]>O>[NH2:1][C:4]1[CH:31]([CH3:32])[CH:8]2[CH2:9][C:10]([CH2:13][N:14]3[CH2:15][CH2:16][N:17]([C:20]4[CH:25]=[CH:24][C:23]([N:26]5[CH:30]=[CH:29][N:28]=[CH:27]5)=[CH:22][CH:21]=4)[CH2:18][CH2:19]3)([CH3:12])[O:11][C:7]2=[C:6]([CH3:33])[C:5]=1[CH3:34] |f:3.4|. Procedure details: To 1.3 g of 4-(±)-(5-nitro-2,4,6,7-tetramethyldihydrobenzofuran-2-ylmethyl)-1-(4-imidazol-1-ylphenyl)piperazine, 30 ml of ethanol was added and 4.4 g of stannous chloride-dihydrate and 15 ml of concentrated hydrochloric acid were added, followed by heating at reflux for 6 hours. The reaction solution was poured into water, neutralized with a 1N sodium hydroxide solution and then extracted with chloroform. The organic layer was washed with saturated saline and then dried over anhydrous magnesium ... The reactants are NCC1=CC(OC2=CC(=CC=C12)N(CC)CC)=O (4-Aminomethyl-7-diethylaminocoumarin), FC1=C(C(=C(C(=C1C(=O)Cl)F)F)F)F (pentafluorobenzoyl chloride). The product is C(C)N(C1=CC=C2C(=CC(OC2=C1)=O)CNC(C1=C(C(=C(C(=C1F)F)F)F)F)=O)CC (7-diethylamino-4-(((Pentafluorobenzoyl)amino)methyl)coumarin), solid. Isolated yield 76.0%. RXN SMILES: [NH2:1][CH2:2][C:3]1[C:12]2[C:7](=[CH:8][C:9]([N:13]([CH2:16][CH3:17])[CH2:14][CH3:15])=[CH:10][CH:11]=2)[O:6][C:5](=[O:18])[CH:4]=1.[F:19][C:20]1[C:25]([C:26](Cl)=[O:27])=[C:24]([F:29])[C:23]([F:30])=[C:22]([F:31])[C:21]=1[F:32]>>[CH2:14]([N:13]([CH2:16][CH3:17])[C:9]1[CH:8]=[C:7]2[C:12]([C:3]([CH2:2][NH:1][C:26](=[O:27])[C:25]3[C:24]([F:29])=[C:23]([F:30])[C:22]([F:31])=[C:21]([F:32])[C:20]=3[F:19])=[CH:4][C:5](=[O:18])[O:6]2)=[CH:11][CH:10]=1)[CH3:15]. Procedure details: 4-Aminomethyl-7-diethylaminocoumarin (50 mg, 0.2 mmol) is treated with pentafluorobenzoyl chloride (0.5 mL, 0.3 mmol) at 0° C. under dry argon protection, and worked up according to the procedure of Example 25. Compound 29 is obtained as an off-white solid (67 mg, yield: 76%). As a reaction SMILES: [OH-].[Na+].O.[CH3:4][CH:5]1[O:9][C:8](=[O:10])[N:7]([CH2:11][CH:12]([OH:14])[CH3:13])[CH2:6]1>>[CH3:4][CH:5]1[O:9][C:8](=[O:10])[N:7]([CH2:11][CH:12]([OH:14])[CH3:13])[CH2:6]1.[CH3:4][CH:5]([OH:9])[CH2:6][NH:7][CH2:11][CH:12]([OH:14])[CH3:13] |f:0.1|. Conditions: temperature 95 celsius. The product is CC1CN(C(O1)=O)CC(C)O (MHPO), CC(CNCC(C)O)O (diisopropanolamine). The reactants are [OH-].[Na+] (NaOH), O (water), CC1CN(C(O1)=O)CC(C)O (5-methyl-N-(2-hydroxypropyl) oxazolidin-2-one). Reported procedure: When 0.224 mol of NaOH in 1.11 mole of water was mixed with 1 mol of 5-methyl-N-(2-hydroxypropyl) oxazolidin-2-one (MHPO) and the mixture heated at 95° C. for five hours there was obtained about a 13 percent conversion of the MHPO to diisopropanolamine (DIPA). After 29 hours at 95° C. only 13.9% conversion was achieved. Following the addition of an additional 0.22 mol of NaOH to the reaction mass, continued heating at 95° C. resulted in a conversion of only about 25%. This experiment establishes...